This data is from the Open Reaction Database (ORD), a public repository of structured organic reaction records. The task is: describe an organic reaction: reactants, conditions, products, and yield Reactants: O[C@H]1[C@H](C(OC=2C1=C1N(C3=CC=C4C(=C3C(C1=C(C2)OC)=O)C=CC=C4)C)(C)C)O ((±)-Cis-1,2-Dihydroxy-6-methoxy-3,3,14-trimethyl-1,2,3,14-tetrahydro-7H-benzo[a]pyrano[3,2-h]acridin-7-one), C1(CCC(=O)O1)=O (succinic anhydride), CN(C)C1=NC=CC=C1 (dimethylaminopyridine), C(C)(=O)OC(C)=O (acetic anhydride). Run in N1=CC=CC=C1 (pyridine). Run at time 2 day. Product: C(C)(=O)O[C@H]1[C@H](C(OC=2C1=C1N(C3=CC=C4C(=C3C(C1=C(C2)OC)=O)C=CC=C4)C)(C)C)OC(C(=O)O)CC=O ((±)-cis-{[1-(Acetyloxy)-6-methoxy-3,3,14-trimethyl-7-oxo-2,3,7,14-tetrahydro-1H-benzo[α]pyrano[3,2-h]acridin-2-yl]oxy}-4-oxobutanoic acid). As a reaction SMILES: [OH:1][C@@H:2]1[C:7]2=[C:8]3[C:17](=[C:18]([O:20][CH3:21])[CH:19]=[C:6]2[O:5][C:4]([CH3:29])([CH3:28])[C@@H:3]1[OH:30])[C:16](=[O:22])[C:15]1[C:10](=[CH:11][CH:12]=[C:13]2[CH:26]=[CH:25][CH:24]=[CH:23][C:14]2=1)[N:9]3[CH3:27].[C:31]1(=[O:37])[O:36][C:34](=[O:35])[CH2:33][CH2:32]1.CN(C1C=CC=CN=1)C.[C:47](OC(=O)C)(=[O:49])[CH3:48]>N1C=CC=CC=1>[C:47]([O:1][C@@H:2]1[C:7]2=[C:8]3[C:17](=[C:18]([O:20][CH3:21])[CH:19]=[C:6]2[O:5][C:4]([CH3:28])([CH3:29])[C@@H:3]1[O:30][CH:33]([CH2:32][CH:31]=[O:37])[C:34]([OH:36])=[O:35])[C:16](=[O:22])[C:15]1[C:10](=[CH:11][CH:12]=[C:13]2[CH:26]=[CH:25][CH:24]=[CH:23][C:14]2=1)[N:9]3[CH3:27])(=[O:49])[CH3:48]. Procedure: To a solution of 0.5 mmol of the compound of Example 4 in 3 ml of anhydrous pyridine there are added 1.1 equivalents of succinic anhydride and 1 mg of dimethylaminopyridine. Stir for 2 days in the dark and at ambient temperature, then add 25 ml of acetic anhydride at −15° C. and stir for 1.5 hours before concentrating under reduced pressure. Chromatography over silica gel (dichloromethane/acetic acid: 99/1) allows the expected product to be isolated. The reactants are CCOCC, CN1CCCC1, Cl, Nc1nc(-n2cc(C(=O)O)c(=O)c3c(N)c(F)c(F)c(Cl)c32)c(F)cc1F, ONC1CNC1, c1ccncc1. The product is Nc1nc(-n2cc(C(=O)O)c(=O)c3c(N)c(F)c(N4CC(NO)C4)c(Cl)c32)c(F)cc1F. Reaction SMILES: [CH2:47]([O:48][CH2:49][CH3:50])[CH3:51].[CH3:41][N:42]1[CH2:43][CH2:44][CH2:45][CH2:46]1.[ClH:34].[NH2:7][c:8]1[c:9]2[c:10](=[O:33])[c:11]([C:30](=[O:31])[OH:32])[cH:12][n:13](-[c:21]3[n:22][c:23]([NH2:29])[c:24]([F:28])[cH:25][c:26]3[F:27])[c:14]2[c:15]([Cl:20])[c:16]([F:19])[c:17]1[F:18].[OH:35][NH:36][CH:37]1[CH2:38][NH:39][CH2:40]1.[cH:1]1[cH:2][cH:3][n:4][cH:5][cH:6]1>>[NH2:7][c:8]1[c:9]2[c:10](=[O:33])[c:11]([C:30](=[O:31])[OH:32])[cH:12][n:13](-[c:21]3[n:22][c:23]([NH2:29])[c:24]([F:28])[cH:25][c:26]3[F:27])[c:14]2[c:15]([Cl:20])[c:16]([N:39]2[CH2:38][CH:37]([NH:36][OH:35])[CH2:40]2)[c:17]1[F:18]. Starting materials: COC(=O)Cc1c(Cl)ccc2cnc(CN(C)C)cc12, CO, N. Product: CN(C)Cc1cc2c(CC(N)=O)c(Cl)ccc2cn1. As a reaction SMILES: [CH3:1][O:2][C:3]([CH2:4][c:5]1[c:6]2[cH:7][c:8]([CH2:16][N:17]([CH3:18])[CH3:19])[n:9][cH:10][c:11]2[cH:12][cH:13][c:14]1[Cl:15])=[O:20].[CH3:22][OH:23].[NH3:21]>>[O:2]=[C:3]([CH2:4][c:5]1[c:6]2[cH:7][c:8]([CH2:16][N:17]([CH3:18])[CH3:19])[n:9][cH:10][c:11]2[cH:12][cH:13][c:14]1[Cl:15])[NH2:21].